Task: describe an organic reaction: reactants, conditions, products, and yield. Dataset: the Open Reaction Database (ORD), a public repository of structured organic reaction records Starting materials: O (water), C([O-])(O)=O.[Na+] (sodium bicarbonate), C(C)(=O)OC1=C(C=C2CCCC(C2=C1)=O)OC (7-acetoxy-6-methoxytetralin- 1-one), Cl (hydrogen chloride). Run in CO (methanol). Reaction conditions: temperature 25 celsius, time 17 hour. Yields the product COC=1C=C2CCCC(C2=CC1O)=O (6-methoxy-7-hydroxytetralin-1-one). The yield is 97.9%. As a reaction SMILES: O.C(=O)(O)[O-].[Na+].C([O:10][C:11]1[CH:20]=[C:19]2[C:14]([CH2:15][CH2:16][CH2:17][C:18]2=[O:21])=[CH:13][C:12]=1[O:22][CH3:23])(=O)C.Cl>CO>[CH3:23][O:22][C:12]1[CH:13]=[C:14]2[C:19](=[CH:20][C:11]=1[OH:10])[C:18](=[O:21])[CH2:17][CH2:16][CH2:15]2 |f:1.2|. Reported procedure: 3.5 mL of water and then 3.5 mL of saturated aqueous sodium bicarbonate was added to 117 mg of 7-acetoxy-6-methoxytetralin- 1-one dissolved in 7 mL of methanol. The resulting solution was stirred under nitrogen at 25° C. for 17 hours. Thereafter the solution was acidified with aqueous hydrogen chloride and extracted five times with 6 mL portions of methylene chloride. The combined methylene chloride extracts were washed once with brine and dried over anhydrous magnesium sulfate. The dried extrac... Solvent: [OH-].[K+] (potassium hydroxide), C(C)O (ethanol). Procedure: (S)-(+)-2-Acetoxyhexadecanoic acid (0.5 g; prepared by the method described in Agric. Biol. Chem., 54(12), 3337-3338, 1990) was dissolved in a solution of potassium hydroxide (1.0 g) in 50% aqueous ethanol was stirred at 70° C. for 2 hours. After the ethanol was evaporated, the reaction mixture was acidified with citric acid and extracted with ethyl acetate. The ethyl acetate layer was dried and concentrated to give (S)-(-)-2-hydroxyhexadecanoic acid (407 mg). The product was dissolved in DMF (2... The product is O[C@H](C(=O)O)CCCCCCCCCCCCCC ((S)-(-)-2-hydroxyhexadecanoic acid). Reaction SMILES: C([O:4][C@@H:5]([CH2:9][CH2:10][CH2:11][CH2:12][CH2:13][CH2:14][CH2:15][CH2:16][CH2:17][CH2:18][CH2:19][CH2:20][CH2:21][CH3:22])[C:6]([OH:8])=[O:7])(=O)C>[OH-].[K+].C(O)C>[OH:4][C@@H:5]([CH2:9][CH2:10][CH2:11][CH2:12][CH2:13][CH2:14][CH2:15][CH2:16][CH2:17][CH2:18][CH2:19][CH2:20][CH2:21][CH3:22])[C:6]([OH:8])=[O:7] |f:1.2|. Run at temperature 70 celsius, time 2 hour. The reactants are C(C)(=O)O[C@H](C(=O)O)CCCCCCCCCCCCCC ((S)-(+)-2-Acetoxyhexadecanoic acid).